Dataset: the Open Reaction Database (ORD), a public repository of structured organic reaction records. Task: describe an organic reaction: reactants, conditions, products, and yield Starting materials: C1CCOC1, COC(=O)CNC(=O)C1(NC(=O)C(CSC(c2ccccc2)(c2ccccc2)c2ccccc2)NC(=O)CNC(=O)CC(O)C=CCCSC(c2ccccc2)(c2ccccc2)c2ccccc2)CC1, [Li+], [OH-], O. Product: O=C(O)CNC(=O)C1(NC(=O)C(CSC(c2ccccc2)(c2ccccc2)c2ccccc2)NC(=O)CNC(=O)CC(O)C=CCCSC(c2ccccc2)(c2ccccc2)c2ccccc2)CC1. As a reaction SMILES: [CH2:73]1[O:74][CH2:75][CH2:76][CH2:77]1.[CH3:1][O:2][C:3]([CH2:4][NH:5][C:6](=[O:7])[C:8]1([NH:11][C:12]([CH:13]([CH2:14][S:15][C:16]([c:17]2[cH:18][cH:19][cH:20][cH:21][cH:22]2)([c:23]2[cH:24][cH:25][cH:26][cH:27][cH:28]2)[c:29]2[cH:30][cH:31][cH:32][cH:33][cH:34]2)[NH:35][C:36]([CH2:37][NH:38][C:39]([CH2:40][CH:41]([CH:42]=[CH:43][CH2:44][CH2:45][S:46][C:47]([c:48]2[cH:49][cH:50][cH:51][cH:52][cH:53]2)([c:54]2[cH:55][cH:56][cH:57][cH:58][cH:59]2)[c:60]2[cH:61][cH:62][cH:63][cH:64][cH:65]2)[OH:66])=[O:67])=[O:68])=[O:69])[CH2:9][CH2:10]1)=[O:70].[Li+:72].[OH-:71].[OH2:78]>>[O:2]=[C:3]([CH2:4][NH:5][C:6](=[O:7])[C:8]1([NH:11][C:12]([CH:13]([CH2:14][S:15][C:16]([c:17]2[cH:18][cH:19][cH:20][cH:21][cH:22]2)([c:23]2[cH:24][cH:25][cH:26][cH:27][cH:28]2)[c:29]2[cH:30][cH:31][cH:32][cH:33][cH:34]2)[NH:35][C:36]([CH2:37][NH:38][C:39]([CH2:40][CH:41]([CH:42]=[CH:43][CH2:44][CH2:45][S:46][C:47]([c:48]2[cH:49][cH:50][cH:51][cH:52][cH:53]2)([c:54]2[cH:55][cH:56][cH:57][cH:58][cH:59]2)[c:60]2[cH:61][cH:62][cH:63][cH:64][cH:65]2)[OH:66])=[O:67])=[O:68])=[O:69])[CH2:9][CH2:10]1)[OH:70].